From a dataset of the Open Reaction Database (ORD), a public repository of structured organic reaction records. describe an organic reaction: reactants, conditions, products, and yield The reactants are ClCCCN1CCC(CC1)C1=CC=CC=C1 (1-(3-Chloropropyl)-4-phenyl-1,2,4,6-tetrahydropyridine), BrCCCCl (1-bromo-3-chloropropane), C1(=CC=CC=C1)C=1CCNCC1 (4-phenyl-1,2,3,6-tetrahydropyridine), C([O-])([O-])=O.[K+].[K+] (potassium carbonate). The solvent is C(C)#N (acetonitrile). Yields the product ClCCCN1CCC(=CC1)C1=CC=CC=C1 (1-(3-chloropropyl)-4-phenyl-1,2,3,6-tetrahydropyridine). As a reaction SMILES: [Cl:1][CH2:2][CH2:3][CH2:4][N:5]1[CH2:10][CH2:9][CH:8]([C:11]2[CH:16]=[CH:15][CH:14]=[CH:13][CH:12]=2)[CH2:7][CH2:6]1.BrCCCCl.C1(C2CCNCC=2)C=CC=CC=1.C(=O)([O-])[O-].[K+].[K+]>C(#N)C>[Cl:1][CH2:2][CH2:3][CH2:4][N:5]1[CH2:6][CH:7]=[C:8]([C:11]2[CH:16]=[CH:15][CH:14]=[CH:13][CH:12]=2)[CH2:9][CH2:10]1 |f:3.4.5|. Procedure details: 1-(3-Chloropropyl)-4-phenyl-1,2,4,6-tetrahydropyridine can be prepared as follows: a solution of 1-bromo-3-chloropropane (6 cc) and 4-phenyl-1,2,3,6-tetrahydropyridine (5.1 g) in acetonitrile (60 cc) is stirred at 25° C. for 20 hours with potassium carbonate (97 g). The mixture is filtered and then concentrated to dryness under reduced pressure (2.7 kPa). The residue is chromatographed on a column of silica gel (0.2-0.063-mm particle size, 4-cm diameter, 40-cm height) and eluted with a mixture o...